Task: describe an organic reaction: reactants, conditions, products, and yield. Dataset: the Open Reaction Database (ORD), a public repository of structured organic reaction records Starting materials: [OH-].[Na+] (NaOH), C(#N)C1=CC=C(C=C1)N=NC1=CC=C(OCCCCC(=O)OCC)C=C1 (ethyl 5-[4-(4-cyanophenylazo)phenoxy]-pentanoate), Cl (HCl). Solvent: C(C)O (ethanol), CN(C=O)C (dimethylformamide), O (water), O (water). Reaction conditions: temperature 90 celsius, time 1 hour. The product is C(#N)C1=CC=C(C=C1)N=NC1=CC=C(OCCCCC(=O)O)C=C1 (5-[4-(4-cyanophenylazo)phenoxy]-pentanoic acid). The yield is 79.2%. Reaction SMILES: [C:1]([C:3]1[CH:8]=[CH:7][C:6]([N:9]=[N:10][C:11]2[CH:26]=[CH:25][C:14]([O:15][CH2:16][CH2:17][CH2:18][CH2:19][C:20]([O:22]CC)=[O:21])=[CH:13][CH:12]=2)=[CH:5][CH:4]=1)#[N:2].[OH-].[Na+].Cl>CN(C)C=O.O.C(O)C>[C:1]([C:3]1[CH:4]=[CH:5][C:6]([N:9]=[N:10][C:11]2[CH:26]=[CH:25][C:14]([O:15][CH2:16][CH2:17][CH2:18][CH2:19][C:20]([OH:22])=[O:21])=[CH:13][CH:12]=2)=[CH:7][CH:8]=1)#[N:2] |f:1.2|. Procedure: 6.47 g (0.018 mol) of ethyl 5-[4-(4-cyanophenylazo)phenoxy]-pentanoate was dissolved in a mixture of 130 mL of dimethylformamide and 41 mL of water in a 500 mL one-neck round flask fitted with a magnetic stirring bar and a reflux condenser by heating to 90° C. while stirring on an oil bath. 3.9 g (0.098 mol) of NaOH was added through the condenser. Stirring and heating were continued for 1 h after which the reaction mixture was left for cooling to room temperature. The reaction mixture was then ... The reactants are ON1N=NC2=C1C=CC=C2 (1-hydroxybenzotriazole), C(C)(C)N(CC)C(C)C (diisopropylethylamine), Cl.C(C)N=C=NCCCN(C)C (1-ethyl-3-(3-dimethylaminopropyl)carbodiimide hydrochloride), NC1=CC=C(C=C1)C (p-toluidine), C(C1=CC=CC=C1)N1C(C(C2=CC=CC=C12)(NC(=O)NC1=CC=C(C=C1)C)CC(=O)O)=O ((RS)-1-Benzyl-3-(hydroxycarbonylmethyl)-3-(N'-(4-methylphenyl)ureido)indolin-2-one). The solvent is CN(C=O)C (N,N-dimethylformamide). Run at time 6 hour. The product is C(C1=CC=CC=C1)N1C(C(C2=CC=CC=C12)(NC(=O)NC1=CC=C(C=C1)C)CC(=O)NC1=CC=C(C=C1)C)=O ((RS)-1-Benzyl-3-((4-methylphenyl)aminocarbonylmethyl)-3-(N'-(4-methylphenyl)ureido)indolin-2-one). Yield: 57.0%. RXN SMILES: [CH2:1]([N:8]1[C:16]2[C:11](=[CH:12][CH:13]=[CH:14][CH:15]=2)[C:10]([CH2:28][C:29]([OH:31])=O)([NH:17][C:18]([NH:20][C:21]2[CH:26]=[CH:25][C:24]([CH3:27])=[CH:23][CH:22]=2)=[O:19])[C:9]1=[O:32])C1C=CC=CC=1.ON1[C:38]2[CH:39]=[CH:40][CH:41]=[CH:42][C:37]=2N=N1.C(N(C(C)C)CC)(C)C.Cl.C(N=C=NCCCN(C)C)C.[NH2:64][C:65]1[CH:70]=[CH:69][C:68]([CH3:71])=[CH:67][CH:66]=1>CN(C)C=O>[CH2:1]([N:8]1[C:16]2[C:11](=[CH:12][CH:13]=[CH:14][CH:15]=2)[C:10]([CH2:28][C:29]([NH:64][C:65]2[CH:70]=[CH:69][C:68]([CH3:71])=[CH:67][CH:66]=2)=[O:31])([NH:17][C:18]([NH:20][C:21]2[CH:22]=[CH:23][C:24]([CH3:27])=[CH:25][CH:26]=2)=[O:19])[C:9]1=[O:32])[C:37]1[CH:42]=[CH:41][CH:40]=[CH:39][CH:38]=1 |f:3.4|. Reported procedure: (RS)-1-Benzyl-3-(hydroxycarbonylmethyl)-3-(N'-(4-methylphenyl)ureido)indolin-2-one was dissolved in 15 ml of dry N,N-dimethylformamide, and 0.080 g of 1-hydroxybenzotriazole, 0.1 ml of diisopropylethylamine, 0.111 g of 1-ethyl-3-(3-dimethylaminopropyl)carbodiimide hydrochloride, and 0.065 g of p-toluidine were successively added to the solution. The mixture was stirred for 6 hours and concentrated. The concentrate was diluted with ethyl acetate and washed successively with dilute hydrochloric ac... The reactants are FC1=CC=C(C=C1)NC(=O)C1(CC1)C(=O)O (1-((4-fluorophenyl)carbamoyl)cyclopropanecarboxylic acid), FC=1C=C(C=CC1OC1=C2C(=NC=C1)C=C(S2)C2=CC=CC=C2)N (3-fluoro-4-(2-phenylthieno[3,2-b]pyridin-7-yloxy)benzenamine), C1(CC1)(C(=O)O)C(=O)O (cyclopropane-1,1-dicarboxylic acid), FC1=CC=C(N)C=C1 (4-fluoroaniline). Yields the product FC=1C=C(C=CC1OC1=C2C(=NC=C1)C=C(S2)C2=CC=CC=C2)N(C(=O)C2(CC2)C(=O)N)C2=CC=C(C=C2)F (N-(3-fluoro-4-(2-phenylthieno[3,2-b]pyridin-7-yloxy)phenyl)-N-(4-fluorophenyl)cyclopropane-1,1-dicarboxamide). As a reaction SMILES: [F:1][C:2]1[CH:7]=[CH:6][C:5]([NH:8][C:9]([C:11]2([C:14]([OH:16])=O)[CH2:13][CH2:12]2)=[O:10])=[CH:4][CH:3]=1.C1(C(O)=O)(C(O)=O)CC1.FC1C=CC([NH2:31])=CC=1.[F:34][C:35]1[CH:36]=[C:37](N)[CH:38]=[CH:39][C:40]=1[O:41][C:42]1[CH:47]=[CH:46][N:45]=[C:44]2[CH:48]=[C:49]([C:51]3[CH:56]=[CH:55][CH:54]=[CH:53][CH:52]=3)[S:50][C:43]=12>>[F:34][C:35]1[CH:36]=[C:37]([N:8]([C:5]2[CH:4]=[CH:3][C:2]([F:1])=[CH:7][CH:6]=2)[C:9]([C:11]2([C:14]([NH2:31])=[O:16])[CH2:12][CH2:13]2)=[O:10])[CH:38]=[CH:39][C:40]=1[O:41][C:42]1[CH:47]=[CH:46][N:45]=[C:44]2[CH:48]=[C:49]([C:51]3[CH:52]=[CH:53][CH:54]=[CH:55][CH:56]=3)[S:50][C:43]=12. Reported procedure: Prepared from 1-((4-fluorophenyl)carbamoyl)cyclopropanecarboxylic acid (34.84 mg, 0.1561 mmol; prepared from cyclopropane-1,1-dicarboxylic acid and 4-fluoroaniline using the methods described in WO 2005/030140 and by Shih and Rankin, Synth. Comm. 1996, 26(4), 833-836), and 3-fluoro-4-(2-phenylthieno[3,2-b]pyridin-7-yloxy)benzenamine (Example 76, Step A; 35 mg, 0.1040 mmol) according to the procedure for Example 73. The product was purified by preparative TLC eluting with EtOAc/MeOH (9:1). Isolat... Reactants: C(C1=CC=CC=C1)(=S)N (thiobenzamide), ClCC(=O)CCl (1,3-dichloro-acetone), C(=O)([O-])[O-].[K+].[K+] (K2CO3). The solvent is C(C)O (ethanol). Conditions: time 1 hour. Yields the product ClCC=1N=C(SC1)C1=CC=CC=C1 (4-Chloromethyl-2-phenyl-thiazole). RXN SMILES: [C:1]([NH2:9])(=[S:8])[C:2]1[CH:7]=[CH:6][CH:5]=[CH:4][CH:3]=1.[Cl:10][CH2:11][C:12]([CH2:14]Cl)=O.C([O-])([O-])=O.[K+].[K+]>C(O)C>[Cl:10][CH2:11][C:12]1[N:9]=[C:1]([C:2]2[CH:7]=[CH:6][CH:5]=[CH:4][CH:3]=2)[S:8][CH:14]=1 |f:2.3.4|. Procedure: A solution of thiobenzamide (1.37 g, 10 mmol) and 1,3-dichloro-acetone (1.27 g, 10 mmol) in ethanol (25 mL) is warmed to 75° C. and stirred at this temperature for 1 h. The resulting solution is cooled, poured into ice then brought to pH 8 with K2CO3 solution (sat.). This mixture is extracted with ethyl acetate, dried over MgSO4 and concentrated to give the title compound. This product is used without further purification. MS (ESI) 210 (M+H)+. Reactants: C1(=CC=CC=C1)CC=1C=NC=CC1C(=S)O (3-phenylmethylthiopyridine-4-carboxylic acid), S(O)(O)(=O)=O (sulfuric acid), CO (methanol). Run in COC(C)(C)OC (2,2-dimethoxypropane). Product: C1(=CC=CC=C1)CC=1C=NC=CC1C(=S)OC (Methyl 3-phenylmethylthiopyridine-4-carboxylate). Isolated yield 96.0%. Reaction SMILES: [C:1]1([CH2:7][C:8]2[CH:9]=[N:10][CH:11]=[CH:12][C:13]=2[C:14]([OH:16])=[S:15])[CH:6]=[CH:5][CH:4]=[CH:3][CH:2]=1.S(=O)(=O)(O)O.[CH3:22]O>COC(OC)(C)C>[C:1]1([CH2:7][C:8]2[CH:9]=[N:10][CH:11]=[CH:12][C:13]=2[C:14]([O:16][CH3:22])=[S:15])[CH:2]=[CH:3][CH:4]=[CH:5][CH:6]=1. Procedure details: A solution of 5.1 g (20 mmol) of 3-phenylmethylthiopyridine-4-carboxylic acid in 150 mL of methanol, 1.6 mL of 2,2-dimethoxypropane, and 5 mL of sulfuric acid was heated at reflux for 18 hours. The solution was cooled, concentrated to 25 mL, then partitioned between ether and sodium bicarbonate solution. The ether layer was washed with sodium bicarbonate solution, then brine, then dried and concentrated to afford 5.0 g (96%) of white crystals, m.p. 79°-80° C. Starting materials: FC=1C=C(CNC=2C3=CC=CC=C3N=C3CCCC(C23)=O)C=CC1 (3,4-dihydro-9-(3-fluorobenzylamino)acridin-1(2H)-one), [Al].[Li] (lithium aluminum), [Cl-].[NH4+] (ammonium chloride). The solvent is C1CCOC1 (THF), C1CCOC1 (THF). Reaction conditions: time 0.5 hour. Product: FC=1C=C(CNC=2C3=CC=CC=C3N=C3CCCC(C23)O)C=CC1 (9-(3-Fluorobenzylamino)-1,2,3,4-tetrahydroacridin-1-ol). Yield: 0.8%. Reaction SMILES: [F:1][C:2]1[CH:3]=[C:4]([CH:22]=[CH:23][CH:24]=1)[CH2:5][NH:6][C:7]1[C:8]2[C:13]([N:14]=[C:15]3[C:20]=1[C:19](=[O:21])[CH2:18][CH2:17][CH2:16]3)=[CH:12][CH:11]=[CH:10][CH:9]=2.[Al].[Li].[Cl-].[NH4+]>C1COCC1>[F:1][C:2]1[CH:3]=[C:4]([CH:22]=[CH:23][CH:24]=1)[CH2:5][NH:6][C:7]1[C:8]2[C:13]([N:14]=[C:15]3[C:20]=1[CH:19]([OH:21])[CH2:18][CH2:17][CH2:16]3)=[CH:12][CH:11]=[CH:10][CH:9]=2 |f:1.2,3.4,^1:25|. Reported procedure: In 100 ml of THF was dissolved 300 g of 3,4-dihydro-9-(3-fluorobenzylamino)acridin-1(2H)-one. The mechanically stirred solution was cooled in ice under nitrogen and 4.68 ml of 1M lithium aluminum hidride in THF was added dropwise over 15 minutes. After 0.5 hours, analysis by TLC indicated the reaction was complete, so it was neutralized with 1 ml of saturated ammonium chloride solution and the resulting salts were filtered. The filtrate was evaported to an oil which crystallized on trituration w... Reactants: CSC1=CC=C(NCC2=CC(=C(C(=C2)OC)OC)OC)C=C1 (4-Methylthio-N-(3,4,5-trimethoxybenzyl)aniline), Cl.CC1=CC=C(NCC2=CC(=C(C(=C2)OC)OC)OC)C=C1 (4-Methyl-N-(3,4,5-trimethoxybenzyl)aniline Hydrochloride). The product is Cl.CSC1=CC=C(NCC2=CC(=C(C(=C2)OC)OC)OC)C=C1 (4-Methylthio-N-(3,4,5-trimethoxybenzyl)aniline Hydrochloride). Isolated yield 53.9%. As a reaction SMILES: [CH3:1][S:2][C:3]1[CH:22]=[CH:21][C:6]([NH:7][CH2:8][C:9]2[CH:14]=[C:13]([O:15][CH3:16])[C:12]([O:17][CH3:18])=[C:11]([O:19][CH3:20])[CH:10]=2)=[CH:5][CH:4]=1.[ClH:23].CC1C=CC(NCC2C=C(OC)C(OC)=C(OC)C=2)=CC=1>>[ClH:23].[CH3:1][S:2][C:3]1[CH:4]=[CH:5][C:6]([NH:7][CH2:8][C:9]2[CH:14]=[C:13]([O:15][CH3:16])[C:12]([O:17][CH3:18])=[C:11]([O:19][CH3:20])[CH:10]=2)=[CH:21][CH:22]=1 |f:1.2,3.4|. Reported procedure: From 109e (3.0 g, 9.4 mmol), a similar procedure as described for 110a gave 110e (1.80 g, 53.9%) as yellow crystals: mp 194°-6° C. after recrystallization from ethanol:methanol:water. 1H NMR (200 MHz, DMSO-d6) δ7.23 (d, J=8 Hz, 2H), 7.07 (d, J=8 Hz, 2H), 6.83 (s, 2H), 4.30 (s, 2H), 3.73 (s, 6H), 3.62 (s, 3H), 3.62 (s, 3H), 2.40 (s, 3H). Anal (C17H22ClNO3S) C, H, N.